This data is from the Open Reaction Database (ORD), a public repository of structured organic reaction records. The task is: describe an organic reaction: reactants, conditions, products, and yield Reactants: O=S(=O)(Cl)c1cc2ccc(Cl)cc2s1, ClCCl, Nc1ccc2cc(CN3CCNCC3=O)ccc2n1, O=C1CNCCN1Cc1ccc2[nH]c(=O)ccc2c1. The product is O=C1CN(S(=O)(=O)c2cc3ccc(Cl)cc3s2)CCN1Cc1ccc2[nH]c(=O)ccc2c1. Reaction SMILES: [Cl:39][c:40]1[cH:41][cH:42][c:43]2[c:44]([s:45][c:46]([S:48](=[O:49])(=[O:50])[Cl:51])[cH:47]2)[cH:52]1.[Cl:53][CH2:54][Cl:55].[NH2:20][c:21]1[cH:22][cH:23][c:24]2[c:25]([cH:26][cH:27][c:28]([CH2:29][N:30]3[CH2:31][CH2:32][NH:33][CH2:34][C:35]3=[O:36])[cH:37]2)[n:38]1.[O:1]=[C:2]1[N:3]([CH2:8][c:9]2[cH:10][c:11]3[cH:12][cH:13][c:14](=[O:19])[nH:15][c:16]3[cH:17][cH:18]2)[CH2:4][CH2:5][NH:6][CH2:7]1>>[O:1]=[C:2]1[N:3]([CH2:8][c:9]2[cH:10][c:11]3[cH:12][cH:13][c:14](=[O:19])[nH:15][c:16]3[cH:17][cH:18]2)[CH2:4][CH2:5][N:6]([S:48]([c:46]2[s:45][c:44]3[c:43]([cH:42][cH:41][c:40]([Cl:39])[cH:52]3)[cH:47]2)(=[O:49])=[O:50])[CH2:7]1.